This data is from the Open Reaction Database (ORD), a public repository of structured organic reaction records. The task is: describe an organic reaction: reactants, conditions, products, and yield Reactants: [H][H] (hydrogen), Cl.CO (HCl methanol), N(=[N+]=[N-])CC1(C(C=2C(=C3C=C(C(NC3=C(C2)C)=O)C(C)C)O1)C)C (2-Azidomethyl-8-isopropyl-2,3,5-trimethyl-6,7-dihydrofuro[2,3-f]quinoline-7-one), resultant residue. Reagents/catalysts: [Pd] (palladium-on-carbon). Run in CN(C=O)C (dimethylformamide), CO (methanol). Yields the product NCC1(C(C=2C(=C3C=C(C(NC3=C(C2)C)=O)C(C)C)O1)C)C.Cl (2-Aminomethyl-8-isopropyl-2,3,5-trimethyl-6,7-dihydrofuro[2,3-f]quinoline-7-one·HCl). Yield: 83.7%. Reaction SMILES: [N:1]([CH2:4][C:5]1([CH3:24])[O:22][C:8]2=[C:9]3[C:14](=[C:15]([CH3:17])[CH:16]=[C:7]2[CH:6]1[CH3:23])[NH:13][C:12](=[O:18])[C:11]([CH:19]([CH3:21])[CH3:20])=[CH:10]3)=[N+]=[N-].[H][H].[ClH:27].CO>CN(C)C=O.CO.[Pd]>[NH2:1][CH2:4][C:5]1([CH3:24])[O:22][C:8]2=[C:9]3[C:14](=[C:15]([CH3:17])[CH:16]=[C:7]2[CH:6]1[CH3:23])[NH:13][C:12](=[O:18])[C:11]([CH:19]([CH3:20])[CH3:21])=[CH:10]3.[ClH:27] |f:2.3,7.8|. Reported procedure: 2-Azidomethyl-8-isopropyl-2,3,5-trimethyl-6,7-dihydrofuro[2,3-f]quinoline-7-one (1.25 g, 3.83 mmol) was dissolved in dimethylformamide (200 ml). To the solution, 10% palladium-on-carbon (1.45 g) was added, followed by stirring at room temperature for 90 minutes in the atmosphere of hydrogen. The reaction mixture was filtered, and the filtrate was condensed under reduced pressure. The resultant residue was suspended in methanol (50 ml), and the suspension was dissolved with 1.37 N HCl-methanol (4... Starting materials: CN(C)CC1C(C2=CC=CN2C1)=O (2-dimethylaminomethyl-1, 2-dihydro-1-pyrrolizinone), CC1=CC=C(N)C=C1 (4-methylaniline). Reaction conditions: time 12 hour. The product is CC1=CC=C(C=C1)NCC1C(C2=CC=CN2C1)=O (2-(4-methylphenyamino)methyl-1, 2-dihydro-1-pyrrolizinone). The yield is 83.0%. Reaction SMILES: C[N:2]([CH2:4][CH:5]1[CH2:12][N:11]2[C:7](=[CH:8][CH:9]=[CH:10]2)[C:6]1=[O:13])[CH3:3].[CH3:14][C:15]1[CH:21]=[CH:20]C(N)=[CH:17][CH:16]=1>>[CH3:14][C:15]1[CH:21]=[CH:20][C:3]([NH:2][CH2:4][CH:5]2[CH2:12][N:11]3[C:7](=[CH:8][CH:9]=[CH:10]3)[C:6]2=[O:13])=[CH:17][CH:16]=1. Procedure details: A solution of 17.5 g, compound (2) and 10 g 4-methylaniline was allowed to stand at room temperature for 12 hours. 22 g yellow solid was obtained after filtering. Recrystallized from ethanol, 19 g (5) was obtained as a white crystal, mp 112°-114° C., yield 83%.